This data is from the Open Reaction Database (ORD), a public repository of structured organic reaction records. The task is: describe an organic reaction: reactants, conditions, products, and yield Starting materials: [H-].[Na+] (NaH), BrC=1C=C2C=C(NC2=CC1)C(=O)OCC (ethyl 5-bromo-1H-indole-2-Carboxylate), CC1=CC=C(CBr)C=C1 (4-methylbenzyl bromide). Solvent: CN(C)C=O (DMF), CN(C)C=O (DMF). Run at time 1 hour. Product: BrC=1C=C2C=C(N(C2=CC1)CC1=CC=C(C=C1)C)C(=O)OCC (Ethyl 5-bromo-1-(4-methylbenzyl)-1H-indole-2-carboxylate). RXN SMILES: [H-].[Na+].[Br:3][C:4]1[CH:5]=[C:6]2[C:10](=[CH:11][CH:12]=1)[NH:9][C:8]([C:13]([O:15][CH2:16][CH3:17])=[O:14])=[CH:7]2.[CH3:18][C:19]1[CH:26]=[CH:25][C:22]([CH2:23]Br)=[CH:21][CH:20]=1>CN(C=O)C>[Br:3][C:4]1[CH:5]=[C:6]2[C:10](=[CH:11][CH:12]=1)[N:9]([CH2:18][C:19]1[CH:26]=[CH:25][C:22]([CH3:23])=[CH:21][CH:20]=1)[C:8]([C:13]([O:15][CH2:16][CH3:17])=[O:14])=[CH:7]2 |f:0.1|. Procedure details: NaH (60%, 3.88 g, 96.98 mmol) was added portionwise to a stirring solution of ethyl 5-bromo-1H-indole-2-Carboxylate (20.0 g, 74.6 mmol) in DMF (140 mL) at 0° C. under a nitrogen atmosphere over a period of 10 min. The mixture was then warmed to room temperature. After the reaction mixture was stirred at room temperature for one hour, 4-methylbenzyl bromide (14.2 g, 74.6 mmol) was added and the mixture was stirred at room temperature overnight. The reaction was quenched with aqueous ammonium chlo... Starting materials: ClC1=NC=C(C(=N1)N1CCOCC1)C#N (2-Chloro-5-cyano-4-morpholinopyrimidine), C(C)(C)NCCCNS(=O)(=O)C1=CC=C(N)C=C1 (4-[N-(3-isopropylaminopropyl)sulphamoyl]aniline), Cl (hydrogen chloride). Solvent: CC(CC)O (2-butanol). Product: C(#N)C=1C(=NC(=NC1)NC1=CC=C(C=C1)S(NCCCNC(C)C)(=O)=O)N1CCOCC1 (5-Cyano-4-morpholino-2-{4-[N-(3-isopropylaminopropyl)sulphamoyl]anilino}pyrimidine). Yield: 18.8%. RXN SMILES: Cl[C:2]1[N:7]=[C:6]([N:8]2[CH2:13][CH2:12][O:11][CH2:10][CH2:9]2)[C:5]([C:14]#[N:15])=[CH:4][N:3]=1.[CH:16]([NH:19][CH2:20][CH2:21][CH2:22][NH:23][S:24]([C:27]1[CH:33]=[CH:32][C:30]([NH2:31])=[CH:29][CH:28]=1)(=[O:26])=[O:25])([CH3:18])[CH3:17].Cl>CC(O)CC>[C:14]([C:5]1[C:6]([N:8]2[CH2:13][CH2:12][O:11][CH2:10][CH2:9]2)=[N:7][C:2]([NH:31][C:30]2[CH:32]=[CH:33][C:27]([S:24](=[O:26])(=[O:25])[NH:23][CH2:22][CH2:21][CH2:20][NH:19][CH:16]([CH3:17])[CH3:18])=[CH:28][CH:29]=2)=[N:3][CH:4]=1)#[N:15]. Procedure details: 2-Chloro-5-cyano-4-morpholinopyrimidine (Method 55; 425 mg, 1.90 mmol), 4-[N-(3-isopropylaminopropyl)sulphamoyl]aniline (Method 1; 514 mg, 1.90 mmol) and 1M ethereal hydrogen chloride (189□l, 3.79 mmol) in 2-butanol (2 ml) was heated at 95° C. for 15 hours. The mixture was allowed to cool, silica was added and the volatiles were evaporated. The residue was purified by chromatography eluting with DCM/methanolic ammonia (100:0) increasing in polarity to (92:8) and the product was recrystallized fr... Reactants: BrC1=CC(=C(C(=C1N)CSC)F)F (6-bromo-3,4-difluoro-2-methylthiomethylaniline). Reagents/catalysts: [Ni] (Raney nickel). The solvent is C(C)O (ethanol). Reaction conditions: temperature 50 celsius, time 30 minute. Yields the product FC=1C(=C(N)C=CC1F)C (3,4-difluoro-2-methylaniline). The yield is 117.7%. As a reaction SMILES: Br[C:2]1[C:7]([NH2:8])=[C:6]([CH2:9]SC)[C:5]([F:12])=[C:4]([F:13])[CH:3]=1>C(O)C.[Ni]>[F:12][C:5]1[C:6]([CH3:9])=[C:7]([CH:2]=[CH:3][C:4]=1[F:13])[NH2:8]. Reported procedure: Into a solution of 6-bromo-3,4-difluoro-2-methylthiomethylaniline (6.00 g) in ethanol (120 ml) is suspensed Raney nickel (70 ml), and the mixture is stirred at 50° C. for 30 minutes. After removing Raney nickel by filtration, the filtrate is concentrated to give 3,4-difluoro-2-methylaniline (3.77 g) as a colorless oil. The reactants are CC(C)OC(=O)CCC(=O)[O-], [Cl-], Fc1ccccc1-c1ccccc1. Yields the product CC(C)OC(=O)CCC(=O)c1ccc(-c2ccccc2F)cc1. Reaction SMILES: [C:15]([CH2:16][CH2:17][C:18](=[O:19])[O-:20])(=[O:21])[O:22][CH:23]([CH3:24])[CH3:25].[Cl-:14].[F:1][c:2]1[c:3](-[c:8]2[cH:9][cH:10][cH:11][cH:12][cH:13]2)[cH:4][cH:5][cH:6][cH:7]1>>[F:1][c:2]1[c:3](-[c:8]2[cH:9][cH:10][c:11]([C:18]([CH2:17][CH2:16][C:15](=[O:21])[O:22][CH:23]([CH3:24])[CH3:25])=[O:19])[cH:12][cH:13]2)[cH:4][cH:5][cH:6][cH:7]1. Starting materials: CC(O)C(C)Oc1nc(Cl)ncc1Br, CCCCO, CO, CC#N, Cl, COc1cc(N)ccc1S(C)(=N)=O, C1COCCO1. The product is COc1cc(Nc2ncc(Br)c(OC(C)C(C)O)n2)ccc1S(C)(=N)=O. Reaction SMILES: [Br:14][c:15]1[c:16]([O:22][CH:23]([CH:24]([CH3:25])[OH:26])[CH3:27])[n:17][c:18]([Cl:21])[n:19][cH:20]1.[CH2:31]([OH:32])[CH2:33][CH2:34][CH3:35].[CH3:29][OH:30].[CH3:36][C:37]#[N:38].[ClH:28].[NH2:1][c:2]1[cH:3][c:4]([O:12][CH3:13])[c:5]([S:8](=[O:9])(=[NH:10])[CH3:11])[cH:6][cH:7]1.[O:39]1[CH2:40][CH2:41][O:42][CH2:43][CH2:44]1>>[NH:1]([c:2]1[cH:3][c:4]([O:12][CH3:13])[c:5]([S:8](=[O:9])(=[NH:10])[CH3:11])[cH:6][cH:7]1)[c:18]1[n:17][c:16]([O:22][CH:23]([CH:24]([CH3:25])[OH:26])[CH3:27])[c:15]([Br:14])[cH:20][n:19]1. The reactants are CN1CCCC1=O, NC1CC1, CSc1nc(Cl)n2nccc2n1, O. The product is CSc1nc(NC2CC2)n2nccc2n1. Reaction SMILES: [CH3:18][N:19]1[CH2:20][CH2:21][CH2:22][C:23]1=[O:24].[CH:13]1([NH2:16])[CH2:14][CH2:15]1.[Cl:1][c:2]1[n:3][c:4]([S:11][CH3:12])[n:5][c:6]2[n:7]1[n:8][cH:9][cH:10]2.[OH2:17]>>[c:2]1([NH:16][CH:13]2[CH2:14][CH2:15]2)[n:3][c:4]([S:11][CH3:12])[n:5][c:6]2[n:7]1[n:8][cH:9][cH:10]2. Reactants: Cc1oc2c(C(=O)O)cccc2c1C, CN(C)C=O, O=S(Cl)Cl. The product is Cc1oc2c(C(=O)Cl)cccc2c1C. RXN SMILES: [C:1](=[O:2])([OH:3])[c:4]1[cH:5][cH:6][cH:7][c:8]2[c:9]1[o:10][c:11]([CH3:14])[c:12]2[CH3:13].[CH3:15][N:16]([CH3:17])[CH:18]=[O:19].[S:20]([Cl:21])([Cl:22])=[O:23]>>[C:1](=[O:2])([c:4]1[cH:5][cH:6][cH:7][c:8]2[c:9]1[o:10][c:11]([CH3:14])[c:12]2[CH3:13])[Cl:22]. The reactants are CN1CCCC1=O, COc1nn(-c2ccnc(S(C)(=O)=O)n2)c2ccccc12, NC1CCC(O)CC1. Yields the product COc1nn(-c2ccnc(NC3CCC(O)CC3)n2)c2ccccc12. RXN SMILES: [CH3:30][N:31]1[CH2:32][CH2:33][CH2:34][C:35]1=[O:36].[CH3:9][S:10](=[O:11])(=[O:12])[c:13]1[n:14][cH:15][cH:16][c:17](-[n:19]2[n:20][c:21]([O:28][CH3:29])[c:22]3[cH:23][cH:24][cH:25][cH:26][c:27]23)[n:18]1.[NH2:1][CH:2]1[CH2:3][CH2:4][CH:5]([OH:8])[CH2:6][CH2:7]1>>[NH:1]([CH:2]1[CH2:3][CH2:4][CH:5]([OH:8])[CH2:6][CH2:7]1)[c:13]1[n:14][cH:15][cH:16][c:17](-[n:19]2[n:20][c:21]([O:28][CH3:29])[c:22]3[cH:23][cH:24][cH:25][cH:26][c:27]23)[n:18]1. The reactants are CN1C(C(=CC2=CC=CC=C12)C=O)=O (1-methyl-2-oxo-1,2-dihydroquinoline-3-carbaldehyde), C(C)(=O)O[BH-](OC(C)=O)OC(C)=O.[Na+] (Sodium triacetoxyborohydride), C(C1=CC=CC=C1)N1CC(CC1)(N)C (1-benzyl-3-methylpyrrolidin-3-amine), C(C)(=O)O (acetic acid). The solvent is C(Cl)Cl (CH2Cl2). Conditions: time 30 minute. The product is C(C1=CC=CC=C1)N1CC(CC1)(C)NCC=1C(N(C2=CC=CC=C2C1)C)=O (3-{[(1-benzyl-3-methylpyrrolidin-3-yl)amino]methyl}-1-methylquinolin-2(1H)-one). As a reaction SMILES: [CH3:1][N:2]1[C:11]2[C:6](=[CH:7][CH:8]=[CH:9][CH:10]=2)[CH:5]=[C:4]([CH:12]=O)[C:3]1=[O:14].[CH2:15]([N:22]1[CH2:26][CH2:25][C:24]([CH3:28])([NH2:27])[CH2:23]1)[C:16]1[CH:21]=[CH:20][CH:19]=[CH:18][CH:17]=1.C(O)(=O)C.C(O[BH-](OC(=O)C)OC(=O)C)(=O)C.[Na+]>C(Cl)Cl>[CH2:15]([N:22]1[CH2:26][CH2:25][C:24]([NH:27][CH2:12][C:4]2[C:3](=[O:14])[N:2]([CH3:1])[C:11]3[C:6]([CH:5]=2)=[CH:7][CH:8]=[CH:9][CH:10]=3)([CH3:28])[CH2:23]1)[C:16]1[CH:17]=[CH:18][CH:19]=[CH:20][CH:21]=1 |f:3.4|. Procedure details: 1-methyl-2-oxo-1,2-dihydroquinoline-3-carbaldehyde (956 mg, 5.11 mmol), 1-benzyl-3-methylpyrrolidin-3-amine (972 mg, 5.11 mmol), and acetic acid (0.877 ml, 15.32 mmol) were combined in CH2Cl2 (25 ml) and stirred for 30 min. Sodium triacetoxyborohydride (3248 mg, 15.32 mmol) was added and the reaction stirred for 2.5 hours before being partitioned between CH2Cl2 and satd. bicarb. The aqueous portion was extracted 3×CH2Cl2, and the organic portion dried (Na2SO4) then concentrated in vacuo. The res...